This data is from the Open Reaction Database (ORD), a public repository of structured organic reaction records. The task is: describe an organic reaction: reactants, conditions, products, and yield Reactants: C(C1=CC=CC=C1)Cl (Benzyl chloride), CC=1C(=NC(=CC1)C1=CC=NC=C1)C1=CC=CC2=CC=CC=C12 (3-methyl-2-(α-naphthyl)-6-(4-pyridyl)pyridine), C(C)(C)O (isopropyl alcohol). The solvent is C(C)(=O)OCC (ethyl acetate). Run at temperature 10 celsius. The product is [Cl-].C(C1=CC=CC=C1)[N+]1=CC=C(C=C1)C1=NC(=C(C=C1)C)C1=CC=CC2=CC=CC=C12 (1-benzyl-4-(5-methyl-6-(α-naphthyl)-2-pyridyl)pyridinium chloride). The yield is 96.3%. As a reaction SMILES: [CH2:1]([Cl:8])[C:2]1[CH:7]=[CH:6][CH:5]=[CH:4][CH:3]=1.[CH3:9][C:10]1[C:11]([C:22]2[C:31]3[C:26](=[CH:27][CH:28]=[CH:29][CH:30]=3)[CH:25]=[CH:24][CH:23]=2)=[N:12][C:13]([C:16]2[CH:21]=[CH:20][N:19]=[CH:18][CH:17]=2)=[CH:14][CH:15]=1.C(O)(C)C>C(OCC)(=O)C>[Cl-:8].[CH2:1]([N+:19]1[CH:18]=[CH:17][C:16]([C:13]2[CH:14]=[CH:15][C:10]([CH3:9])=[C:11]([C:22]3[C:31]4[C:26](=[CH:27][CH:28]=[CH:29][CH:30]=4)[CH:25]=[CH:24][CH:23]=3)[N:12]=2)=[CH:21][CH:20]=1)[C:2]1[CH:7]=[CH:6][CH:5]=[CH:4][CH:3]=1 |f:4.5|. Procedure details: Benzyl chloride (0.82 g, 6.5 mmole) was added dropwise to 1.6 g (5.4 mmole) of 3-methyl-2-(α-naphthyl)-6-(4-pyridyl)pyridine and 5 ml of isopropyl alcohol, followed by heating under reflux for 3 hours. After completion of the reaction, 12 ml of ethyl acetate was added. After cooling to 10° C., the mixture was filtered, whereby 2.2 g (yield: 96.5%) of the target product was obtained. By the 1H-NMR, MS, IR and elemental analysis, it was confirmed to be the target product. Starting materials: N1=C(C=CC2=CC=CC=C12)COC1=C2C=CCC(C2=CC=C1)=O (5(2-quinolylmethoxy)-1(2H)-naphthalenone), O1CCCC1 (tetrahydrofuran), [H-].[Al+3].[Li+].[H-].[H-].[H-] (lithium aluminum hydride), [Cl-].[NH4+] (ammonium chloride). Solvent: C(C)OCC (diethylether). The product is ClC=1C=CC(=C2CCC(C(C12)O)(CCCC)CCCC)OCC1=NC2=CC=CC=C2C=C1 (8-chloro-2,2-dibutyl-5-(2-quinolylmethoxy)-1,2,3,4-tetrahydro-1-naphthol). As a reaction SMILES: [N:1]1[C:10]2[C:5](=[CH:6][CH:7]=[CH:8][CH:9]=2)[CH:4]=[CH:3][C:2]=1[CH2:11][O:12][C:13]1[CH:22]=[CH:21][CH:20]=[C:19]2[C:14]=1[CH:15]=[CH:16][CH2:17][C:18]2=[O:23].O1[CH2:28][CH2:27][CH2:26][CH2:25]1.[H-].[Al+3].[Li+].[H-].[H-].[H-].[Cl-:35].[NH4+]>C(OCC)C>[Cl:35][C:20]1[CH:21]=[CH:22][C:13]([O:12][CH2:11][C:2]2[CH:3]=[CH:4][C:5]3[C:10](=[CH:9][CH:8]=[CH:7][CH:6]=3)[N:1]=2)=[C:14]2[C:19]=1[CH:18]([OH:23])[C:17]([CH2:11][CH2:2][CH2:3][CH3:4])([CH2:25][CH2:26][CH2:27][CH3:28])[CH2:16][CH2:15]2 |f:2.3.4.5.6.7,8.9|. Procedure: To a solution of 8-chloro-2,2-dibutyl-3,4-dihydro-(5(2-quinolylmethoxy)-1(2H)-naphthalenone (180 mg) in freshly distilled tetrahydrofuran (5 ml) was added lithium aluminum hydride (15 mg) with stirring in an ice bath under nitrogen and the mixture was stirred for minutes in an ice bath. To the mixture was carefully added aqueous saturated ammonium chloride solution (5 ml) in an ice bath, and then diethylether (10 ml) was added thereto. The separated aqueous layer was extracted two times with die... Reactants: C1CNCCN1, CN1CCCC1=O, Cc1c(Cl)c(C(F)(F)F)nn1CC(=O)N1CCC(C(=O)O)(c2ccc(Cl)cc2)CC1. Yields the product Cc1c(Cl)c(C(F)(F)F)nn1CC(=O)N1CCC(C(=O)N2CCNCC2)(c2ccc(Cl)cc2)CC1. As a reaction SMILES: [CH2:31]1[CH2:32][NH:33][CH2:34][CH2:35][NH:36]1.[CH3:37][N:38]1[CH2:39][CH2:40][CH2:41][C:42]1=[O:43].[Cl:1][c:2]1[c:3]([C:27]([F:28])([F:29])[F:30])[n:4][n:5]([CH2:8][C:9](=[O:10])[N:11]2[CH2:12][CH2:13][C:14]([C:17](=[O:18])[OH:19])([c:20]3[cH:21][cH:22][c:23]([Cl:26])[cH:24][cH:25]3)[CH2:15][CH2:16]2)[c:6]1[CH3:7]>>[Cl:1][c:2]1[c:3]([C:27]([F:28])([F:29])[F:30])[n:4][n:5]([CH2:8][C:9](=[O:10])[N:11]2[CH2:12][CH2:13][C:14]([C:17](=[O:18])[N:33]3[CH2:32][CH2:31][NH:36][CH2:35][CH2:34]3)([c:20]3[cH:21][cH:22][c:23]([Cl:26])[cH:24][cH:25]3)[CH2:15][CH2:16]2)[c:6]1[CH3:7].